This data is from the Open Reaction Database (ORD), a public repository of structured organic reaction records. The task is: describe an organic reaction: reactants, conditions, products, and yield The reactants are acetal, C1(CCCO1)=O (4-butyrolactone), COC(CN)OC (aminoacetaldehyde dimethylacetal), COC(CN)OC (aminoacetaldehyde dimethylacetal). Solvent: O1CCCC1 (tetrahydrofuran). Yields the product COC(CNC(CCCO)=O)OC (N-(2,2-dimethoxyethyl)-4-hydroxybutyramide). RXN SMILES: [C:1]1(=[O:6])[O:5][CH2:4][CH2:3][CH2:2]1.[CH3:7][O:8][CH:9]([O:12][CH3:13])[CH2:10][NH2:11]>O1CCCC1>[CH3:7][O:8][CH:9]([O:12][CH3:13])[CH2:10][NH:11][C:1](=[O:6])[CH2:2][CH2:3][CH2:4][OH:5]. Procedure: A mixture of 4-butyrolactone (54 g) and aminoacetaldehyde dimethylacetal (55 g) in tetrahydrofuran (THF) (500 mL) was refluxed for 4 h. A further portion of aminoacetaldehyde dimethylacetal (27 g) was added followed by reflux for 2 h. Reflux was continued and two further portions of acetal were added at 2 h intervals. Concentration of the reaction mixture in vacuo followed by destillation of the remaining oil gave N-(2,2-dimethoxyethyl)-4-hydroxybutyramide as an oil, bp. 230° C./10 torr, yield 7... The reactants are CCCCCCCCCCC(C)C#N, NCCN, S=C=S. The product is CCCCCCCCCCC(C)C1=NCCN1. As a reaction SMILES: [C:1](#[N:2])[CH:3]([CH3:4])[CH2:5][CH2:6][CH2:7][CH2:8][CH2:9][CH2:10][CH2:11][CH2:12][CH2:13][CH3:14].[NH2:15][CH2:16][CH2:17][NH2:18].[S:19]=[C:20]=[S:21]>>[C:1]1([CH:3]([CH3:4])[CH2:5][CH2:6][CH2:7][CH2:8][CH2:9][CH2:10][CH2:11][CH2:12][CH2:13][CH3:14])=[N:15][CH2:16][CH2:17][NH:2]1. Reactants: FC(C(=O)C1=C(C=C(C=C1)F)F)(F)F (2,2,2-Trifluoro-1-(2,4-difluorophenyl)ethanone), C1(=CC=CC=C1)C(C)N (1-phenylethanamine), C(C)(C)N(C(C)C)CC (N,N-diisopropylethylamine). Solvent: C(C)#N (acetonitrile). The product is C1(=CC=CC=C1)C(C)NC1=C(C=CC(=C1)F)C(C(F)(F)F)=O (1-(2-(1-Phenylethylamino)-4-fluorophenyl)-2,2,2-trifluoroethanone). Yield: 0.0%. RXN SMILES: [F:1][C:2]([F:14])([F:13])[C:3]([C:5]1[CH:10]=[CH:9][C:8]([F:11])=[CH:7][C:6]=1F)=[O:4].[C:15]1([CH:21]([NH2:23])[CH3:22])[CH:20]=[CH:19][CH:18]=[CH:17][CH:16]=1.C(N(CC)C(C)C)(C)C>C(#N)C>[C:15]1([CH:21]([NH:23][C:6]2[CH:7]=[C:8]([F:11])[CH:9]=[CH:10][C:5]=2[C:3](=[O:4])[C:2]([F:14])([F:13])[F:1])[CH3:22])[CH:20]=[CH:19][CH:18]=[CH:17][CH:16]=1. Procedure details: 2,2,2-Trifluoro-1-(2,4-difluorophenyl)ethanone (1.59 g, 7.57 mmol), 1-phenylethanamine (0.92 g, 7.57 mmol) and N,N-diisopropylethylamine (1.95 g, 15.1 mmol) were stirred at room temperature in dry acetonitrile (50 mL) for 20 h. The solvent was evaporated and the residue was dissolved in dichloromethane and washed with water. The dichloromethane was evaporated and purified by silica chromatography in 20% ethyl acetate in hexanes to collect the title compound (0.28 mg, 12% yield). 1H NMR (400 MHz,... Starting materials: C(C)(C)(C)OC(=O)N1CCC(CC1)CCOC1=CC=CC=C1 (1-(tert-butoxycarbonyl)-4-(2-phenoxyethyl)piperidine), Cl.CCOCC (HCl ether). Solvent: CO (MeOH). Run at time 8 hour. The product is O(C1=CC=CC=C1)CCC1CCNCC1 (4-(2-phenoxyethyl)piperidine). The yield is 89.0%. RXN SMILES: C(OC([N:8]1[CH2:13][CH2:12][CH:11]([CH2:14][CH2:15][O:16][C:17]2[CH:22]=[CH:21][CH:20]=[CH:19][CH:18]=2)[CH2:10][CH2:9]1)=O)(C)(C)C.Cl.CCOCC>CO>[O:16]([CH2:15][CH2:14][CH:11]1[CH2:10][CH2:9][NH:8][CH2:13][CH2:12]1)[C:17]1[CH:22]=[CH:21][CH:20]=[CH:19][CH:18]=1 |f:1.2|. Procedure: To a solution of 1-(tert-butoxycarbonyl)-4-(2-phenoxyethyl)piperidine (220 mg, 0.72 mmol) in MeOH (2 mL) was added 2N anhydrous HCl/ether (0.5 mL, 1.0 mmol). The reaction mixture was stirred overnight. After evaporation, the residue was dissolved in deionized water. EtOAc was used to wash the aqueous layer before the pH was altered to approx. 9-10. The aqueous layer was extracted three times with CH2Cl2 and dried over Na2SO4. After evaporation, 4-(2-phenoxyethyl)piperidine (131.5 mg, 89%) was ob... Reactants: solution, Cl (hydrochloric acid), CC1=C(N=NN1C=1C=NC=CC1)C=1CCN(CC1)C(=O)OC(C)(C)C (tert-butyl 4-[5-methyl-1-(pyridine-3-yl)-1H-[1,2,3]triazol-4-yl]-1,2,3,6-tetrahydropyridine-1-carboxylate). Solvent: O1CCOCC1 (dioxane). Reaction conditions: time 3 hour. The product is N1=CC(=CC=C1)N1N=NC(=C1)C=1CCNCC1 (4-[1-(pyridin-3-yl)-1H-[1,2,3]-triazol-4-yl]-1,2,3,6-tetrahydropyridine). The yield is 60.1%. RXN SMILES: Cl.C[C:3]1[N:7]([C:8]2[CH:9]=[N:10][CH:11]=[CH:12][CH:13]=2)[N:6]=[N:5][C:4]=1[C:14]1[CH2:15][CH2:16][N:17](C(OC(C)(C)C)=O)[CH2:18][CH:19]=1>O1CCOCC1>[N:10]1[CH:11]=[CH:12][CH:13]=[C:8]([N:7]2[CH:3]=[C:4]([C:14]3[CH2:15][CH2:16][NH:17][CH2:18][CH:19]=3)[N:5]=[N:6]2)[CH:9]=1. Procedure: A 4N solution of hydrochloric acid in dioxane (3 ml) was added to 15 mg of tert-butyl 4-[5-methyl-1-(pyridine-3-yl)-1H-[1,2,3]triazol-4-yl]-1,2,3,6-tetrahydropyridine-1-carboxylate, the mixture was stirred at room temperature for 3 hours and the solvent was evaporated in vacuo to give 6 mg of the title compound as a white solid. The reactants are CC(C)OC(=NC#N)c1cccnc1, CO, NCCCc1ccccc1. Product: N#CNC(=NCCCc1ccccc1)c1cccnc1. RXN SMILES: [C:1](#[N:2])[N:3]=[C:4]([O:5][CH:6]([CH3:7])[CH3:8])[c:9]1[cH:10][n:11][cH:12][cH:13][cH:14]1.[CH3:25][OH:26].[c:15]1([CH2:21][CH2:22][CH2:23][NH2:24])[cH:16][cH:17][cH:18][cH:19][cH:20]1>>[C:1](#[N:2])[NH:3][C:4]([c:9]1[cH:10][n:11][cH:12][cH:13][cH:14]1)=[N:24][CH2:23][CH2:22][CH2:21][c:15]1[cH:16][cH:17][cH:18][cH:19][cH:20]1. Reaction SMILES: [Br:1][C:2]1[CH:3]=[C:4]([CH:8]=[C:9]([Br:11])[CH:10]=1)[C:5](O)=[O:6].P(Cl)(Cl)(Cl)(Cl)[Cl:13]>>[Br:1][C:2]1[CH:3]=[C:4]([CH:8]=[C:9]([Br:11])[CH:10]=1)[C:5]([Cl:13])=[O:6]. Yield: 70.4%. Yields the product BrC=1C=C(C(=O)Cl)C=C(C1)Br (3,5-dibromobenzoic acid chloride). The reactants are BrC=1C=C(C(=O)O)C=C(C1)Br (3,5-dibromobenzoic acid), P(Cl)(Cl)(Cl)(Cl)Cl (phosphorus pentachloride). Procedure: In a flask equipped with a reflux condenser, 84 g (0.3 mole) of 3,5-dibromobenzoic acid and 68 g (0.33 mole) of phosphorus pentachloride were reacted under reflux for one hour. After removal of phosphorus oxychloride under reduced pressure by means of an aspirator, the reaction product was subjected to vacuum distillation under 8 mm Hg to obtain 63 g of 3,5-dibromobenzoic acid chloride, melting at 125° to 130° C.; in the form of a colorless transparent liquid (yield: 70%). The reactants are C(C)(C)(C)OC(=O)N(C)CC=1C=C(N(C1)S(=O)(=O)C=1C=C(C(=O)O)C=CC1)C1=CC=CC=C1 (3-[(4-{[(tert-butoxycarbonyl)(methyl)amino]methyl}-2-phenyl-1H-pyrrol-1-yl)sulfonyl]benzoic acid), CN.O1CCCC1 (methylamine tetrahydrofuran). The product is CN(C(OC(C)(C)C)=O)CC1=CN(C(=C1)C1=CC=CC=C1)S(=O)(=O)C1=CC(=CC=C1)C(=O)NC (tert-Butyl methyl{[1-({3-[(methylamino)carbonyl]phenyl}sulfonyl)-5-phenyl-1H-pyrrol-3-yl]methyl}carbamate). Yield: 64.0%. As a reaction SMILES: [C:1]([O:5][C:6]([N:8]([CH2:10][C:11]1[CH:12]=[C:13]([C:28]2[CH:33]=[CH:32][CH:31]=[CH:30][CH:29]=2)[N:14]([S:16]([C:19]2[CH:20]=[C:21]([CH:25]=[CH:26][CH:27]=2)[C:22]([OH:24])=O)(=[O:18])=[O:17])[CH:15]=1)[CH3:9])=[O:7])([CH3:4])([CH3:3])[CH3:2].[CH3:34][NH2:35].O1CCCC1>>[CH3:9][N:8]([CH2:10][C:11]1[CH:12]=[C:13]([C:28]2[CH:29]=[CH:30][CH:31]=[CH:32][CH:33]=2)[N:14]([S:16]([C:19]2[CH:27]=[CH:26][CH:25]=[C:21]([C:22]([NH:35][CH3:34])=[O:24])[CH:20]=2)(=[O:18])=[O:17])[CH:15]=1)[C:6](=[O:7])[O:5][C:1]([CH3:4])([CH3:2])[CH3:3] |f:1.2|. Procedure details: Using 3-[(4-{[(tert-butoxycarbonyl)(methyl)amino]methyl}-2-phenyl-1H-pyrrol-1-yl)sulfonyl]benzoic acid (150 mg) and 2 mol/L methylamine-tetrahydrofuran solution (5 mL), a procedure as in Reference Example 284 was performed to give the title compound as a colorless oil (yield 99 mg, 64%).